Dataset: the Open Reaction Database (ORD), a public repository of structured organic reaction records. Task: describe an organic reaction: reactants, conditions, products, and yield Starting materials: [OH-].[Na+] (sodium hydroxide), C(C1=CC=CC=C1)OC1=C(C#N)C(=CC(=C1)C(F)(F)F)OC (2-benzyloxy-6-methoxy-4-trifluoromethyl-benzonitrile). Run in O (water), C(C)O (ethanol), O (water). Reaction conditions: temperature 90 celsius. Yields the product C(C1=CC=CC=C1)OC1=C(C(=O)N)C(=CC(=C1)C(F)(F)F)OC (2-benzyloxy-6-methoxy-4-trifluoromethyl-benzamide). As a reaction SMILES: [OH-:1].[Na+].[CH2:3]([O:10][C:11]1[CH:18]=[C:17]([C:19]([F:22])([F:21])[F:20])[CH:16]=[C:15]([O:23][CH3:24])[C:12]=1[C:13]#[N:14])[C:4]1[CH:9]=[CH:8][CH:7]=[CH:6][CH:5]=1>O.C(O)C>[CH2:3]([O:10][C:11]1[CH:18]=[C:17]([C:19]([F:20])([F:21])[F:22])[CH:16]=[C:15]([O:23][CH3:24])[C:12]=1[C:13]([NH2:14])=[O:1])[C:4]1[CH:5]=[CH:6][CH:7]=[CH:8][CH:9]=1 |f:0.1|. Procedure details: To a solution of 254 mg (6.350 mmol) sodium hydroxide in 2 ml water and 2 ml ethanol at room temperature under nitrogen, was added 195 mg (0.635 mmol) 2-benzyloxy-6-methoxy-4-trifluoromethyl-benzonitrile. The reaction mixture was heated in a 90° C. oil bath overnight. The reaction mixture was cooled to room temperature and 7 ml water was added. The product was collect by filtration and dried to provide 192 mg (y: 93%) of the title compound as a white solid. MS (m/e): 326.3 (MH+).